describe an organic reaction: reactants, conditions, products, and yield From a dataset of the Open Reaction Database (ORD), a public repository of structured organic reaction records. Reactants: C(C)(=O)N1[C@H](C(=O)NC2=CC=C(C=C2)C=2NC(C(C(=O)O)=CC2)=O)CC(C1)O (6-[4-(N-acetyl-4-hydroxy-L-prolylamino)phenyl]-1,2-dihydro-2-oxonicotinic acid), N1=CC=CC=C1 (pyridine), C(C)(=O)OC(C)=O (acetic anhydride). Run in CO (methanol). Yields the product C(C)(=O)N1[C@H](C(=O)NC2=CC=C(C=C2)C=2NC(C(C(=O)O)=CC2)=O)CC(C1)OC(C)=O (6-[4-[N-acetyl-4-(acetyloxy)-L-prolylamino]phenyl]-1,2-dihydro-2-oxonicotinic acid). RXN SMILES: [C:1]([N:4]1[CH2:27][CH:26]([OH:28])[CH2:25][C@H:5]1[C:6]([NH:8][C:9]1[CH:14]=[CH:13][C:12]([C:15]2[NH:16][C:17](=[O:24])[C:18](=[CH:22][CH:23]=2)[C:19]([OH:21])=[O:20])=[CH:11][CH:10]=1)=[O:7])(=[O:3])[CH3:2].N1C=CC=CC=1.[C:35](OC(=O)C)(=[O:37])[CH3:36]>CO>[C:1]([N:4]1[CH2:27][CH:26]([O:28][C:35](=[O:37])[CH3:36])[CH2:25][C@H:5]1[C:6]([NH:8][C:9]1[CH:14]=[CH:13][C:12]([C:15]2[NH:16][C:17](=[O:24])[C:18](=[CH:22][CH:23]=2)[C:19]([OH:21])=[O:20])=[CH:11][CH:10]=1)=[O:7])(=[O:3])[CH3:2]. Procedure details: A solution of 29.9 g (0.078 mol) of the above pyridone acid, 120 ml of pyridine, and 60 ml of acetic anhydride is stirred overnight at room temperature. The solution is cooled and upon adding methanol, a precipitate forms. The mixture is cooled and then filtered and the solid is air dried. The solid is recrystallized from 1800 ml of 20% water in methanol and dried at 50° under vacuum to give 21.1 g of 6-[4-[N-acetyl-4-(acetyloxy)-L-prolylamino]phenyl]-1,2-dihydro-2-oxonicotinic acid; [α]D23 +17.... Starting materials: O=C([O-])O, c1ccc2c3c([nH]c2c1)CNCC3, O=C(Cl)OCc1ccccc1, [Na+], C1COCCO1. Yields the product O=C(OCc1ccccc1)N1CCc2c([nH]c3ccccc23)C1. RXN SMILES: [C:25](=[O:26])([OH:27])[O-:28].[CH2:12]1[NH:13][CH2:14][CH2:15][c:16]2[c:17]1[nH:18][c:19]1[cH:20][cH:21][cH:22][cH:23][c:24]21.[Cl:1][C:2](=[O:3])[O:4][CH2:5][c:6]1[cH:7][cH:8][cH:9][cH:10][cH:11]1.[Na+:29].[O:30]1[CH2:31][CH2:32][O:33][CH2:34][CH2:35]1>>[C:2](=[O:3])([O:4][CH2:5][c:6]1[cH:7][cH:8][cH:9][cH:10][cH:11]1)[N:13]1[CH2:12][c:17]2[c:16]([c:24]3[c:19]([nH:18]2)[cH:20][cH:21][cH:22][cH:23]3)[CH2:15][CH2:14]1. Reactants: CC(C)C[Al+]CC(C)C, CCOC(=O)CC(C)(c1ccc(Cl)cc1)c1c[nH]c2c(CSC)cccc12, ClCCl, [H-], C1CCOC1, O. The product is CSCc1cccc2c(C(C)(CCO)c3ccc(Cl)cc3)c[nH]c12. Reaction SMILES: [CH2:29]([Al+:30][CH2:31][CH:32]([CH3:33])[CH3:34])[CH:35]([CH3:36])[CH3:37].[Cl:1][c:2]1[cH:3][cH:4][c:5]([C:8]([CH2:9][C:10](=[O:11])[O:12][CH2:13][CH3:14])([CH3:15])[c:16]2[cH:17][nH:18][c:19]3[c:20]([CH2:25][S:26][CH3:27])[cH:21][cH:22][cH:23][c:24]23)[cH:6][cH:7]1.[Cl:44][CH2:45][Cl:46].[H-:28].[O:39]1[CH2:40][CH2:41][CH2:42][CH2:43]1.[OH2:38]>>[Cl:1][c:2]1[cH:3][cH:4][c:5]([C:8]([CH2:9][CH2:10][OH:11])([CH3:15])[c:16]2[cH:17][nH:18][c:19]3[c:20]([CH2:25][S:26][CH3:27])[cH:21][cH:22][cH:23][c:24]23)[cH:6][cH:7]1. Starting materials: OC1CCCN(C2=C1C=CC=C2)C(C2=CC=C(C=C2)NC(C2=C(C=CC=C2)C)=O)=O (5-hydroxy-1-[4-(2-methylbenzoylamino)benzoyl]-2,3,4,5-tetrahydro-1H-benzazepine), C(C)(=O)OC(C)=O (acetic anhydride), N1=CC=CC=C1 (pyridine). Solvent: O (Water). Reaction conditions: time 1 hour. Product: C(C)(=O)OC1CCCN(C2=C1C=CC=C2)C(C2=CC=C(C=C2)NC(C2=C(C=CC=C2)C)=O)=O (5-acetyloxy-1-[4-(2-methylbenzoylamino)benzoyl]-2,3,4,5-tetrahydro-1H-benzazepine). Reaction SMILES: [OH:1][CH:2]1[C:8]2[CH:9]=[CH:10][CH:11]=[CH:12][C:7]=2[N:6]([C:13](=[O:30])[C:14]2[CH:19]=[CH:18][C:17]([NH:20][C:21](=[O:29])[C:22]3[CH:27]=[CH:26][CH:25]=[CH:24][C:23]=3[CH3:28])=[CH:16][CH:15]=2)[CH2:5][CH2:4][CH2:3]1.[C:31](OC(=O)C)(=[O:33])[CH3:32].N1C=CC=CC=1>O>[C:31]([O:1][CH:2]1[C:8]2[CH:9]=[CH:10][CH:11]=[CH:12][C:7]=2[N:6]([C:13](=[O:30])[C:14]2[CH:19]=[CH:18][C:17]([NH:20][C:21](=[O:29])[C:22]3[CH:27]=[CH:26][CH:25]=[CH:24][C:23]=3[CH3:28])=[CH:16][CH:15]=2)[CH2:5][CH2:4][CH2:3]1)(=[O:33])[CH3:32]. Reported procedure: To 5-hydroxy-1-[4-(2-methylbenzoylamino)benzoyl]-2,3,4,5-tetrahydro-1H-benzazepine (0.58 g) are added acetic anhydride (8.0 ml) and pyridine (2.0 ml). The mixture is stirred at room temperature for 1 hour. Water is added to the reaction mixture and the precipitated crystal is collected by filtration, and recrystallized from ethyl acetate/n-hexane to give 5-acetyloxy-1-[4-(2-methylbenzoylamino)benzoyl]-2,3,4,5-tetrahydro-1H-benzazepine (0.56 g) as white powder, m.p. 193°-194° C. Starting materials: FC(CCC[C@@H]1[C@H]2CC(O[C@H]2C[C@H]1OC1OCCCC1)=O)(C(CCC)=O)F ((1S,5R,6R,7R)-6-(4,4-difluoro-5-oxooctyl)-7-tetrahydropyranyloxy-2-oxabicyclo[3.3.0]octan-3-one), [BH4-].[Na+] (sodium borohydride). The solvent is CO (methanol). Reaction conditions: time 10 minute. The product is FC(CCC[C@@H]1[C@H]2CC(O[C@H]2C[C@H]1OC1OCCCC1)=O)(C(CCC)O)F ((1S,5R,6R,7R)-6-{4,4-difluoro-5(RS)-hydroxyoctyl}-7-tetrahydropyranyloxy-2-oxabicyclo[3.3.0]-octan-3-one). As a reaction SMILES: [F:1][C:2]([F:27])([C:22](=[O:26])[CH2:23][CH2:24][CH3:25])[CH2:3][CH2:4][CH2:5][C@H:6]1[C@H:13]([O:14][CH:15]2[CH2:20][CH2:19][CH2:18][CH2:17][O:16]2)[CH2:12][C@H:11]2[C@@H:7]1[CH2:8][C:9](=[O:21])[O:10]2.[BH4-].[Na+]>CO>[F:27][C:2]([F:1])([CH:22]([OH:26])[CH2:23][CH2:24][CH3:25])[CH2:3][CH2:4][CH2:5][C@H:6]1[C@H:13]([O:14][CH:15]2[CH2:20][CH2:19][CH2:18][CH2:17][O:16]2)[CH2:12][C@H:11]2[C@@H:7]1[CH2:8][C:9](=[O:21])[O:10]2 |f:1.2|. Procedure details: To a solution of (1S,5R,6R,7R)-6-(4,4-difluoro-5-oxooctyl)-7-tetrahydropyranyloxy-2-oxabicyclo[3.3.0]octan-3-one (32) (5.48 g) in methanol was added sodium borohydride (0.800 g) at 0° C. and the resulting mixture was stirred for 10 minutes. The reaction mixture was treated in the conventional manner and the obtained crude product was subjected to column chromatography to give the title compound (33). Yield: 5.46 g (99.5%). The reactants are methanolic solution, C1(=CC=CC=2C(=CC=CC12)S(=O)(=O)O)S(=O)(=O)O (1,5-naphthalenedisulfonic acid), CC[C@@]1(CC2C[C@@](C3=C(C=4C=CC=CC4N3)CCN(C2)C1)(C=5C=C6C(=CC5OC)N([C@@H]7[C@]68CCN9[C@H]8[C@@](C=CC9)([C@H]([C@]71C(=O)N(C(=O)O1)CCCl)OC(=O)C)CC)C)C(=O)OC)O (vinzolidine). Run in CO (methanol). Reaction conditions: time 8 hour. Product: CC[C@@]1(CC2C[C@@](C3=C(C=4C=CC=CC4N3)CCN(C2)C1)(C=5C=C6C(=CC5OC)N([C@@H]7[C@]68CCN9[C@H]8[C@@](C=CC9)([C@H]([C@]71C(=O)N(C(=O)O1)CCCl)OC(=O)C)CC)C)C(=O)OC)O.C1(=CC=CC=2C(=CC=CC12)S(=O)(=O)[O-])S(=O)(=O)[O-] (vinzolidine 1,5-naphthalenedisulfonate). As a reaction SMILES: [CH3:1][CH2:2][C@@:3]1([OH:63])[CH2:21][N:19]2[CH2:20][CH:5]([CH2:6][C@:7]([C:59]([O:61][CH3:62])=[O:60])([C:22]3[CH:23]=[C:24]4[C@:32]56[C@@H:36]7[C@:37]([CH2:56][CH3:57])([C@@H:41]([O:52][C:53]([CH3:55])=[O:54])[C@@:42]8([O:48][C:46](=[O:47])[N:45]([CH2:49][CH2:50][Cl:51])[C:43]8=[O:44])[C@@H:31]5[N:30]([CH3:58])[C:25]4=[CH:26][C:27]=3[O:28][CH3:29])[CH:38]=[CH:39][CH2:40][N:35]7[CH2:34][CH2:33]6)[C:8]3[NH:16][C:15]4[CH:14]=[CH:13][CH:12]=[CH:11][C:10]=4[C:9]=3[CH2:17][CH2:18]2)[CH2:4]1.[C:64]1([S:78]([OH:81])(=[O:80])=[O:79])[C:73]2[CH:72]=[CH:71][CH:70]=[C:69]([S:74]([OH:77])(=[O:76])=[O:75])[C:68]=2[CH:67]=[CH:66][CH:65]=1>CO>[CH3:1][CH2:2][C@@:3]1([OH:63])[CH2:21][N:19]2[CH2:20][CH:5]([CH2:6][C@:7]([C:59]([O:61][CH3:62])=[O:60])([C:22]3[CH:23]=[C:24]4[C@:32]56[C@@H:36]7[C@:37]([CH2:56][CH3:57])([C@@H:41]([O:52][C:53]([CH3:55])=[O:54])[C@@:42]8([O:48][C:46](=[O:47])[N:45]([CH2:49][CH2:50][Cl:51])[C:43]8=[O:44])[C@@H:31]5[N:30]([CH3:58])[C:25]4=[CH:26][C:27]=3[O:28][CH3:29])[CH:38]=[CH:39][CH2:40][N:35]7[CH2:34][CH2:33]6)[C:8]3[NH:16][C:15]4[CH:14]=[CH:13][CH:12]=[CH:11][C:10]=4[C:9]=3[CH2:17][CH2:18]2)[CH2:4]1.[C:64]1([S:78]([O-:81])(=[O:80])=[O:79])[C:73]2[CH:72]=[CH:71][CH:70]=[C:69]([S:74]([O-:77])(=[O:76])=[O:75])[C:68]=2[CH:67]=[CH:66][CH:65]=1 |f:3.4|. Procedure details: To 1% (w/v) solution of vinzolidine free base (95+% purity) in methanol is added dropwise with stirring a stoichiometric amount (1 mole per mole) of a 2% methanolic solution of 1,5-naphthalenedisulfonic acid. The resulting solution was allowed to stand at ambient temperature for about two hours, during which time period crystallization of the vinzolidine 1,5-naphthalenedisulfonate salt begins. The crystallizing solution is kept at about 0° C. overnight and is then filtered. The filter cake is wa... The reactants are CCOC(C)=O, CCO, Nc1ccc(Oc2cc(NC(=O)N3CCC(N4CCC4)CC3)ncn2)c(F)c1, [Na+], O=C([O-])O, O=C(Cc1ccccc1)N=C=S. Yields the product O=C(Cc1ccccc1)NC(=S)Nc1ccc(Oc2cc(NC(=O)N3CCC(N4CCC4)CC3)ncn2)c(F)c1. RXN SMILES: [CH3:41][CH2:42][O:43][C:44](=[O:45])[CH3:46].[CH3:52][CH2:53][OH:54].[NH2:1][c:2]1[cH:3][c:4]([F:28])[c:5]([O:6][c:7]2[cH:8][c:9]([NH:13][C:14](=[O:15])[N:16]3[CH2:17][CH2:18][CH:19]([N:22]4[CH2:23][CH2:24][CH2:25]4)[CH2:20][CH2:21]3)[n:10][cH:11][n:12]2)[cH:26][cH:27]1.[Na+:47].[OH:48][C:49](=[O:50])[O-:51].[c:29]1([CH2:35][C:36](=[O:37])[N:38]=[C:39]=[S:40])[cH:30][cH:31][cH:32][cH:33][cH:34]1>>[NH:1]([c:2]1[cH:3][c:4]([F:28])[c:5]([O:6][c:7]2[cH:8][c:9]([NH:13][C:14](=[O:15])[N:16]3[CH2:17][CH2:18][CH:19]([N:22]4[CH2:23][CH2:24][CH2:25]4)[CH2:20][CH2:21]3)[n:10][cH:11][n:12]2)[cH:26][cH:27]1)[C:39]([NH:38][C:36]([CH2:35][c:29]1[cH:30][cH:31][cH:32][cH:33][cH:34]1)=[O:37])=[S:40]. Reactants: OO (hydrogen peroxide), COC1=NC=CC=C1C=1C=C(C#N)C=CC1OC1=CC=CC=C1 (3-(2-methoxypyridin-3-yl)-4-phenoxybenzonitrile), C([O-])([O-])=O.[K+].[K+] (potassium carbonate). Solvent: CS(=O)C (DMSO). Reaction conditions: time 2 hour. Yields the product COC1=NC=CC=C1C=1C=C(C(=O)N)C=CC1OC1=CC=CC=C1 (3-(2-methoxypyridin-3-yl)-4-phenoxybenzamide). The yield is 82.1%. As a reaction SMILES: OO.[CH3:3][O:4][C:5]1[C:10]([C:11]2[CH:12]=[C:13]([CH:16]=[CH:17][C:18]=2[O:19][C:20]2[CH:25]=[CH:24][CH:23]=[CH:22][CH:21]=2)[C:14]#[N:15])=[CH:9][CH:8]=[CH:7][N:6]=1.C(=O)([O-])[O-:27].[K+].[K+]>CS(C)=O>[CH3:3][O:4][C:5]1[C:10]([C:11]2[CH:12]=[C:13]([CH:16]=[CH:17][C:18]=2[O:19][C:20]2[CH:25]=[CH:24][CH:23]=[CH:22][CH:21]=2)[C:14]([NH2:15])=[O:27])=[CH:9][CH:8]=[CH:7][N:6]=1 |f:2.3.4|. Reported procedure: A solution of 30% aqueous hydrogen peroxide (1 mL, 7.6 mmol) was added dropwise to a suspension of 3-(2-methoxypyridin-3-yl)-4-phenoxybenzonitrile (Preparation 20, 0.23 g, 0.76 mmol) and potassium carbonate (0.64 g, 4.6 mmol) in DMSO (3 mL). The reaction mixture was stirred for 2 hours at room temperature, then quenched with aqueous sodium thiosulfate solution (10% w/v, 10 mL) and extracted with EtOAc (50 mL). The organic layer was dried over sodium sulfate and the solvent removed in vacuo to af... Starting materials: FC(C=1C=C(N)C=C(C1)C(F)(F)F)(F)F (3,5-bis-trifluoromethyl-aniline), ClCC(=O)N=C=O (chloroacetyl isocyanate). Run in C1(=CC=CC=C1)C (toluene), C1(=CC=CC=C1)C (toluene). Reaction conditions: temperature 50 celsius, time 1 hour. Product: FC(C=1C=C(C=C(C1)C(F)(F)F)NC(=O)NC(CCl)=O)(F)F (N-(3,5-bis-trifluoromethylphenyl)-N'-(chloroacetyl)-urea). Yield: 74.6%. As a reaction SMILES: [F:1][C:2]([F:15])([F:14])[C:3]1[CH:4]=[C:5]([CH:7]=[C:8]([C:10]([F:13])([F:12])[F:11])[CH:9]=1)[NH2:6].[Cl:16][CH2:17][C:18]([N:20]=[C:21]=[O:22])=[O:19]>C1(C)C=CC=CC=1>[F:1][C:2]([F:14])([F:15])[C:3]1[CH:4]=[C:5]([NH:6][C:21]([NH:20][C:18](=[O:19])[CH2:17][Cl:16])=[O:22])[CH:7]=[C:8]([C:10]([F:11])([F:12])[F:13])[CH:9]=1. Procedure details: 22.9 g (0.1 mol) of 3,5-bis-trifluoromethyl-aniline were dissolved in 150 ml of dry toluene. 11.9 g (0.1 mol) of chloroacetyl isocyanate in 50 ml of dry toluene were added. The mixture was stirred at 50° C. for 1 hour and then cooled to room temperature. The product which had precipitated was filtered off and rinsed with toluene/ligroin 1:2 and then dried. 26 g (74.5% of theory) of N-(3,5-bis-trifluoromethylphenyl)-N'-(chloroacetyl)-urea with a melting point of 170° C. were thus obtained.